From a dataset of the Open Reaction Database (ORD), a public repository of structured organic reaction records. describe an organic reaction: reactants, conditions, products, and yield Starting materials: C(N)(=O)C1C2=CC=CC=C2C=2C=CC=CC12 (9-carbamoylfluorene), [OH-].C(C1=CC=CC=C1)[N+](C)(C)C (benzyltrimethylammonium hydroxide), C(=O)C=C (acrolein). The solvent is O1CCCC1 (tetrahydrofuran). Conditions: temperature 50 celsius. The product is OC1CCC2(C(N1)=O)C1=CC=CC=C1C=1C=CC=CC12 (6'-hydroxyspiro(9H-fluorene-9,3'-piperidine)-2'-one). Yield: 112.7%. RXN SMILES: [C:1]([CH:4]1[C:16]2[CH:15]=[CH:14][CH:13]=[CH:12][C:11]=2[C:10]2[C:5]1=[CH:6][CH:7]=[CH:8][CH:9]=2)(=[O:3])[NH2:2].[OH-].C([N+](C)(C)C)C1C=CC=CC=1.[CH:29]([CH:31]=[CH2:32])=[O:30]>O1CCCC1>[OH:30][CH:29]1[NH:2][C:1](=[O:3])[C:4]2([C:16]3[CH:15]=[CH:14][CH:13]=[CH:12][C:11]=3[C:10]3[C:5]2=[CH:6][CH:7]=[CH:8][CH:9]=3)[CH2:32][CH2:31]1 |f:1.2|. Procedure details: Following the general procedure of Example 1, 20.9 g (0.1 mole) of 9-carbamoylfluorene were added to 300 ml of tetrahydrofuran. The solution was heated to 50° C. and stirred while 6 ml of benzyltrimethylammonium hydroxide were added in one portion. After stirring the reaction mixture at 50° C. for thirty minutes, 6.2 g (0.11 mole) of acrolein were added and the mixture was then heated at reflux for four hours. The reaction mixture was cooled to 25° C. and the solvent was removed by evaporation u... Reactants: saturated aqueous solution, [Cl-].[NH4+] (ammonium chloride), solution, B (borane), FC1=C(C(=O)O)C(=CC=C1)F (2,6-difluorobenzoic acid), solution, B (borane), C(C)(=O)O (Acetic acid). Run in O1CCCC1 (tetrahydrofuran), C(C)OCC (Diethyl ether), C(C)OCC (diethyl ether), O1CCCC1 (tetrahydrofuran). Conditions: time 16 hour. Yields the product FC1=C(C(=CC=C1)F)CO ((2,6-difluorophenyl)methanol). Yield: 83.0%. Reaction SMILES: [F:1][C:2]1[CH:10]=[CH:9][CH:8]=[C:7]([F:11])[C:3]=1[C:4](O)=[O:5].B.C(O)(=O)C.[Cl-].[NH4+]>C(OCC)C.O1CCCC1>[F:1][C:2]1[CH:10]=[CH:9][CH:8]=[C:7]([F:11])[C:3]=1[CH2:4][OH:5] |f:3.4|. Reported procedure: A stirred solution of 25.0 g (0.158 mole) of 2,6-difluorobenzoic acid in 300 ml of diethyl ether was purged with nitrogen, and 20 ml of a 1 molar solution of borane in tetrahydrofuran was carefully added dropwise. The addition caused the reaction mixture to effervesce. When vigorous effervescence subsided, the reaction mixture was heated to reflux and an additional 170 ml of a 1 molar solution of borane (0.190 mole total) in tetrahydrofuran was added dropwise at a rate just sufficient to promote...